The task is: describe an organic reaction: reactants, conditions, products, and yield. This data is from the Open Reaction Database (ORD), a public repository of structured organic reaction records. Reactants: ClC=1C=CC=C2C(C(N(C12)C(C1=CC=CC=C1)C1=CC=CC=C1)=O)C=1C(=CC2=C(CCO2)C1)O (7-chloro-1-(diphenylmethyl)-3-(6-hydroxy-2,3-dihydro-1-benzofuran-5-yl)-1,3-dihydro-2H-indol-2-one), C1(=CC=CC=C1)C(N1C(C(C2=CC=CC=C12)C1=C(C=C(C(=C1)C)OC)O)=O)C1=CC=CC=C1 (1-(diphenylmethyl)-3-(2-hydroxy-4-methoxy-5-methylphenyl)-1,3-dihydro-2H-indol-2-one). Product: ClC=1C=CC=C2C3(C(N(C12)C(C1=CC=CC=C1)C1=CC=CC=C1)=O)C1=C(OC3)C=C3OCCC3=C1 (7′-chloro-1′-(diphenylmethyl)-5,6-dihydrospiro[benzo[1,2-b:5,4-b′]difuran-3,3′-indol]-2′(1′H)-one). As a reaction SMILES: [Cl:1][C:2]1[CH:3]=[CH:4][CH:5]=[C:6]2[C:10]=1[N:9]([CH:11]([C:18]1[CH:23]=[CH:22][CH:21]=[CH:20][CH:19]=1)[C:12]1[CH:17]=[CH:16][CH:15]=[CH:14][CH:13]=1)[C:8](=[O:24])[CH:7]2[C:25]1[C:26]([OH:34])=[CH:27][C:28]2[O:32][CH2:31][CH2:30][C:29]=2[CH:33]=1.[C:35]1(C(C2C=CC=CC=2)N2C3C(=CC=CC=3)C(C3C=C(C)C(OC)=CC=3O)C2=O)C=CC=CC=1>>[Cl:1][C:2]1[CH:3]=[CH:4][CH:5]=[C:6]2[C:10]=1[N:9]([CH:11]([C:12]1[CH:17]=[CH:16][CH:15]=[CH:14][CH:13]=1)[C:18]1[CH:19]=[CH:20][CH:21]=[CH:22][CH:23]=1)[C:8](=[O:24])[C:7]12[CH2:35][O:34][C:26]2[CH:27]=[C:28]3[C:29](=[CH:33][C:25]1=2)[CH2:30][CH2:31][O:32]3. Reported procedure: Following the procedure as described in EXAMPLE 2 and making non-critical variations using 7-chloro-1-(diphenylmethyl)-3-(6-hydroxy-2,3-dihydro-1-benzofuran-5-yl)-1,3-dihydro-2H-indol-2-one to replace 1-(diphenylmethyl)-3-(2-hydroxy-4-methoxy-5-methylphenyl)-1,3-dihydro-2H-indol-2-one, 7′-chloro-1′-(diphenylmethyl)-5,6-dihydrospiro[benzo[1,2-b:5,4-b′]difuran-3,3′-indol]-2′(1′H)-one was obtained (80%) as a colorless solid: 1H NMR (300 MHz, DMSO-d6) δ7.45-7.06 (m, 14H), 6.38-6.32 (m, 2H), 4.75 (s,... Reactants: Cc1cc2c([N+](=O)[O-])cccc2cn1, Cc1cc2c(N)cccc2c(C)n1. Yields the product Cc1cc2c(N)cccc2cn1. RXN SMILES: [CH3:1][c:2]1[n:3][cH:4][c:5]2[cH:6][cH:7][cH:8][c:9]([N+:12]([O-:13])=[O:14])[c:10]2[cH:11]1.[NH2:15][c:16]1[cH:17][cH:18][cH:19][c:20]2[c:21]1[cH:22][c:23]([CH3:24])[n:25][c:26]2[CH3:27]>>[CH3:1][c:2]1[n:3][cH:4][c:5]2[cH:6][cH:7][cH:8][c:9]([NH2:12])[c:10]2[cH:11]1. Starting materials: C(C)C1=CNC2=CC(=CC=C12)C(=O)OC (methyl 3-ethylindole-6-carboxylate), S(=O)(=O)(Cl)Cl (sulfuryl chloride). Run in ClCCl (dichloromethane). Reaction conditions: temperature 20 celsius, time 1 hour. The product is ClC=1NC2=CC(=CC=C2C1CC)C(=O)OC (methyl 2-chloro-3-ethylindole-6-carboxylate). Reaction SMILES: [CH2:1]([C:3]1[C:11]2[C:6](=[CH:7][C:8]([C:12]([O:14][CH3:15])=[O:13])=[CH:9][CH:10]=2)[NH:5][CH:4]=1)[CH3:2].S(Cl)([Cl:19])(=O)=O>ClCCl>[Cl:19][C:4]1[NH:5][C:6]2[C:11]([C:3]=1[CH2:1][CH3:2])=[CH:10][CH:9]=[C:8]([C:12]([O:14][CH3:15])=[O:13])[CH:7]=2. Reported procedure: To a stirred solution of methyl 3-ethylindole-6-carboxylate (138 mg) in dichloromethane (5 ml) was added sulfuryl chloride (0.066 ml), and the mixture was stirred at 20° C. for 1 hour. The resulting mixture was poured into ice and extracted with ethyl acetate. The combined organic phase was washed with aqueous sodium bicarbonate and brine, then dried over sodium sulfate and evaporated in vacuo. The residue was chromatographed on silica gel eluting with a mixture of hexane and ethyl acetate (4:1)...